This data is from the Open Reaction Database (ORD), a public repository of structured organic reaction records. The task is: describe an organic reaction: reactants, conditions, products, and yield Reactants: C(C)(C)(C)SCC(CC(C(=O)OC)(CC)CC)=O (Methyl 5-(t-butylthio)- 2,2-diethyl-4-oxopentanoate), ClC1=CC=C(CN(N)C2=CC=C(C=C2)OCC2=NC3=CC=CC=C3C=C2)C=C1 (1-(p-Chlorobenzyl)-1-[ 4-(quinolin-2-yl-methoxy)phenyl]hydrazine), CC(=O)[O-].[Na+] (NaOAc), CC(=O)O (HOAc). Run in C1(=CC=CC=C1)C (toluene), CCOC(=O)C (EtOAc), C1(=CC=CC=C1)C (toluene). Conditions: temperature 65 celsius, time 30 minute. The product is ClC1=CC=C(CN2C(=C(C3=CC(=CC=C23)OCC2=NC3=CC=CC=C3C=C2)SC(C)(C)C)CC(C(=O)OC)(CC)CC)C=C1 (Methyl 3-[N-(4-chlorobenzyl)-3-(t-butylthio)-5-(quinolin-2-ylmethoxy)indol-2-yl]-2,2-diethylpropanoate). Reaction SMILES: [Cl:1][C:2]1[CH:28]=[CH:27][C:5]([CH2:6][N:7]([C:9]2[CH:14]=[CH:13][C:12]([O:15][CH2:16][C:17]3[CH:26]=[CH:25][C:24]4[C:19](=[CH:20][CH:21]=[CH:22][CH:23]=4)[N:18]=3)=[CH:11][CH:10]=2)N)=[CH:4][CH:3]=1.CC([O-])=O.[Na+].CC(O)=O.[C:38]([S:42][CH2:43][C:44](=O)[CH2:45][C:46]([CH2:53][CH3:54])([CH2:51][CH3:52])[C:47]([O:49][CH3:50])=[O:48])([CH3:41])([CH3:40])[CH3:39]>C1(C)C=CC=CC=1.CCOC(C)=O>[Cl:1][C:2]1[CH:28]=[CH:27][C:5]([CH2:6][N:7]2[C:9]3[C:14](=[CH:13][C:12]([O:15][CH2:16][C:17]4[CH:26]=[CH:25][C:24]5[C:19](=[CH:20][CH:21]=[CH:22][CH:23]=5)[N:18]=4)=[CH:11][CH:10]=3)[C:43]([S:42][C:38]([CH3:41])([CH3:40])[CH3:39])=[C:44]2[CH2:45][C:46]([CH2:53][CH3:54])([CH2:51][CH3:52])[C:47]([O:49][CH3:50])=[O:48])=[CH:4][CH:3]=1 |f:1.2|. Reported procedure: To a mixture of 1-(4-chlorobenzyl)-1-[4-(quinolin-2-ylmethoxy)phenyl]hydrazine from Example 1A, Step D, (660 mg, 1.7 mmol) and anhydrous NaOAc (160 mg, 1.95 mmol) in toluene (3 mL) was added glacial HOAc (1.5 mL). After 30 minutes, a solution containing methyl 5-(t-butylthio)-2,2-diethyl-4-oxopentanoate from Step B (402 mg, 1.47 mmol) in toluene (1 mL) was added and the reaction mixture stirred for 24 hours at room temperature and for 48 hours at 65° C. The reaction was then diluted with EtOAc, ... The reactants are NCCC(C1=CC=CC=C1)O (α(2-aminoethyl)benzylalcohol), N([N+](=O)[O-])C=1NCCCN1 (2-(nitramino)- 1,4,5,6-tetrahydropyrimidine). Solvent: C=1(C(=CC=CC1)C)C (xylene). Product: N1C(=NCCC1)NCCC(C1=CC=CC=C1)O (α-[2-(1,4,5,6-tetrahydro-2-pyrimidinylamino)ethyl]benzylalcohol). As a reaction SMILES: [NH2:1][CH2:2][CH2:3][CH:4]([OH:11])[C:5]1[CH:10]=[CH:9][CH:8]=[CH:7][CH:6]=1.N([C:16]1[NH:17][CH2:18][CH2:19][CH2:20][N:21]=1)[N+]([O-])=O>C1(C)C(C)=CC=CC=1>[NH:21]1[CH2:20][CH2:19][CH2:18][N:17]=[C:16]1[NH:1][CH2:2][CH2:3][CH:4]([OH:11])[C:5]1[CH:10]=[CH:9][CH:8]=[CH:7][CH:6]=1. Reported procedure: A mixture of 8 parts of α(2-aminoethyl)benzylalcohol, 7.2 parts of 2-(nitramino)- 1,4,5,6-tetrahydropyrimidine and 40 parts of xylene is stirred and refluxed for 48 hours with waterseparator. Upon cooling the reaction mixture, the product is separated as an oil. The xylene is decanted and the oily product is triturated in diisopropylether. The solid product is filtered off and crystallized from acetone, yielding α-[2-(1,4,5,6-tetrahydro-2-pyrimidinylamino)ethyl]benzylalcohol; m.p. 130°-135°C. Yields the product C=Cc1ccc(CO)s1. The reactants are [BH4-], CO, C=Cc1ccc(C=O)s1, [Na+]. Reaction SMILES: [BH4-:10].[CH3:12][OH:13].[CH:1](=[CH2:2])[c:3]1[cH:4][cH:5][c:6]([CH:8]=[O:9])[s:7]1.[Na+:11]>>[CH:1](=[CH2:2])[c:3]1[cH:4][cH:5][c:6]([CH2:8][OH:9])[s:7]1. The reactants are BrC=1C=C(SC1C)C(=S)O (4-bromo-5-methylthiothiophene-2-carboxylic acid), S(=O)(Cl)Cl (thionyl chloride), CO (methanol). Conditions: time 10 minute. The product is BrC=1C=C(SC1C)C(=S)OC (methyl 4-bromo-5-methylthiothiophene-2-carboxylate). Isolated yield 19.0%. Reaction SMILES: [Br:1][C:2]1[CH:3]=[C:4]([C:8]([OH:10])=[S:9])[S:5][C:6]=1[CH3:7].S(Cl)(Cl)=O.[CH3:15]O>>[Br:1][C:2]1[CH:3]=[C:4]([C:8]([O:10][CH3:15])=[S:9])[S:5][C:6]=1[CH3:7]. Procedure details: To a stirred solution of 4-bromo-5-methylthiothiophene-2-carboxylic acid (87 mmol), prepared according to the procedure of Kleemann, et al., EP 0676395A2, in dry methanol (750 mL) was added thionyl chloride (7 mL, 96 mmol) dropwise. After stirring for 10 min at room temperature, the solution was heated to reflux and stirred 7.5 h. The solution was cooled and the solvents were removed in vacuo. The resulting solid was dissolved in dichloromethane (1500 mL) and washed with saturated sodium bicarbo... The reactants are O=C([O-])[O-], CCOC(=O)C(C#N)(CC(=O)OC1CC(C)CCC1C(C)C)NC(=O)OC(C)(C)C, CC(C)=O, [K+], [K+], O, OO. Yields the product CCOC(=O)C(CC(=O)OC1CC(C)CCC1C(C)C)(NC(=O)OC(C)(C)C)C(N)=O. RXN SMILES: [C:1]([O-:2])(=[O:3])[O-:4].[C:7]([CH3:8])([CH3:9])([CH3:10])[O:11][C:12](=[O:13])[NH:14][C:15]([C:16](=[O:17])[O:18][CH2:19][CH3:20])([CH2:21][C:22](=[O:23])[O:24][CH:25]1[CH2:26][CH:27]([CH3:34])[CH2:28][CH2:29][CH:30]1[CH:31]([CH3:32])[CH3:33])[C:35]#[N:36].[CH3:40][C:41](=[O:42])[CH3:43].[K+:5].[K+:6].[OH2:39].[OH:37][OH:38]>>[O:2]=[C:35]([C:15]([NH:14][C:12]([O:11][C:7]([CH3:8])([CH3:9])[CH3:10])=[O:13])([C:16](=[O:17])[O:18][CH2:19][CH3:20])[CH2:21][C:22](=[O:23])[O:24][CH:25]1[CH2:26][CH:27]([CH3:34])[CH2:28][CH2:29][CH:30]1[CH:31]([CH3:32])[CH3:33])[NH2:36]. Reactants: CO, CN, CC(C(O)c1ccc(O)cc1)N1C(=O)c2ccccc2C1=O. Yields the product CC(N)C(O)c1ccc(O)cc1. Reaction SMILES: [CH3:23][OH:24].[CH3:25][NH2:26].[OH:1][CH:2]([CH:3]([CH3:4])[N:5]1[C:6](=[O:7])[c:8]2[c:9]([cH:10][cH:11][cH:12][cH:13]2)[C:14]1=[O:15])[c:16]1[cH:17][cH:18][c:19]([OH:22])[cH:20][cH:21]1>>[OH:1][CH:2]([CH:3]([CH3:4])[NH2:5])[c:16]1[cH:17][cH:18][c:19]([OH:22])[cH:20][cH:21]1. Starting materials: copolymer, C(C(=C)C)(=O)OC (methyl methacrylate), C(C(=C)C)(=O)OCCOC(CC(=O)C)=O (2-acetoacetoxyethyl methacrylate), N(=NC(C#N)(C)C)C(C#N)(C)C (2,2′-azobis(2-methylpropionitrile)). The solvent is C1CCOC1 (THF). The product is CC(C(=O)OC)=C.C(C(=C)C)(=O)OCCOC(CC(=O)C)=O (Methyl Methyacrylate 2-Acetoacetoxyethyl Methacrylate). RXN SMILES: [C:1]([O:6][CH3:7])(=[O:5])[C:2]([CH3:4])=[CH2:3].[C:8]([O:13][CH2:14][CH2:15][O:16][C:17](=[O:22])[CH2:18][C:19]([CH3:21])=[O:20])(=[O:12])[C:9]([CH3:11])=[CH2:10].N(C(C)(C)C#N)=NC(C)(C)C#N>C1COCC1>[CH3:4][C:2](=[CH2:3])[C:1]([O:6][CH3:7])=[O:5].[C:8]([O:13][CH2:14][CH2:15][O:16][C:17](=[O:22])[CH2:18][C:19]([CH3:21])=[O:20])(=[O:12])[C:9]([CH3:11])=[CH2:10] |f:4.5|. Procedure: In this procedure, 20 g (0.198 mol) methyl methacrylate, 22.30 g (0.0989 mol) 2-acetoacetoxyethyl methacrylate, and 170 g tetrahyrdrofuran (THF) were placed in a 250-ml, 3-necked flask with a nitrogen inlet, condenser, glass stopper, and stir bar. The mixture was stirred until well mixed. Next, 0.4 g 2,2′-azobis(2-methylpropionitrile) (AIBN) were added, and the resulting mixture was stirred until homogeneous. The resulting solution was heated to reflux for 24 hours under a flow of nitrogen. A co... The reactants are CN(C)C=O (DMF), BrC1=CC=C(C=C1)N1N=C(C=C1OC)C(C)N[C@H](C)C1=CC(=CC=C1)Cl (1-[1-(4-bromophenyl)-5-methoxy-1H-pyrazol-3-yl]-N—[(1R)-1-(3-chlorophenyl)ethyl]ethanamine), ZnCN2, C2H21ClN4O. Reagents/catalysts: C=1C=CC(=CC1)[P](C=2C=CC=CC2)(C=3C=CC=CC3)[Pd]([P](C=4C=CC=CC4)(C=5C=CC=CC5)C=6C=CC=CC6)([P](C=7C=CC=CC7)(C=8C=CC=CC8)C=9C=CC=CC9)[P](C=1C=CC=CC1)(C=1C=CC=CC1)C=1C=CC=CC1 (Pd(PPh3)4), [C-]#N.[Zn+2].[C-]#N (zinc cyanide), C=1C=CC(=CC1)[P](C=2C=CC=CC2)(C=3C=CC=CC3)[Pd]([P](C=4C=CC=CC4)(C=5C=CC=CC5)C=6C=CC=CC6)([P](C=7C=CC=CC7)(C=8C=CC=CC8)C=9C=CC=CC9)[P](C=1C=CC=CC1)(C=1C=CC=CC1)C=1C=CC=CC1 (Pd(PPh3)4). Run in CCOC(=O)C (EtOAc). Run at temperature 100 celsius, time 3 day. The product is ClC=1C=C(C=CC1)[C@@H](C)NC(C)C1=NN(C(=C1)OC)C1=CC=C(C#N)C=C1 (4-[3-(1-{[(1R)-1-(3-chlorophenyl)ethyl]amino}ethyl)-5-methoxy-1H-pyrazol-1-yl]benzonitrile). As a reaction SMILES: [CH3:1][N:2](C=O)C.Br[C:7]1[CH:12]=[CH:11][C:10]([N:13]2[C:17]([O:18][CH3:19])=[CH:16][C:15]([CH:20]([NH:22][C@@H:23]([C:25]3[CH:30]=[CH:29][CH:28]=[C:27]([Cl:31])[CH:26]=3)[CH3:24])[CH3:21])=[N:14]2)=[CH:9][CH:8]=1>CCOC(C)=O.C1C=CC([P]([Pd]([P](C2C=CC=CC=2)(C2C=CC=CC=2)C2C=CC=CC=2)([P](C2C=CC=CC=2)(C2C=CC=CC=2)C2C=CC=CC=2)[P](C2C=CC=CC=2)(C2C=CC=CC=2)C2C=CC=CC=2)(C2C=CC=CC=2)C2C=CC=CC=2)=CC=1.[C-]#N.[Zn+2].[C-]#N>[Cl:31][C:27]1[CH:26]=[C:25]([C@H:23]([NH:22][CH:20]([C:15]2[CH:16]=[C:17]([O:18][CH3:19])[N:13]([C:10]3[CH:11]=[CH:12][C:7]([C:1]#[N:2])=[CH:8][CH:9]=3)[N:14]=2)[CH3:21])[CH3:24])[CH:30]=[CH:29][CH:28]=1 |f:4.5.6,^1:41,43,62,81|. Reported procedure: A 20 mL vial was charged with Pd(PPh3)4 (0.159 g, 0.138 mmol), zinc cyanide (0.243 g, 2.07 mmol), 3 mL of DMF, and 1-[1-(4-bromophenyl)-5-methoxy-1H-pyrazol-3-yl]-N—[(1R)-1-(3-chlorophenyl)ethyl]ethanamine 85 (0.600 g, 1.38 mmol) as a >20:1 mixture of diastereomers. The reaction mixture was heated to 100° C. After 3 d, an additional 10 mol % of Pd(PPh3)4 and 2 equivalents of ZnCN2 were added. The reaction mixture was heated in a microwave to 180° C. for 15 min. The reaction mixture was cooled to... The reactants are CC(C)O, CCN1C(=O)C(F)(F)CN(C2CCCC2)c2nc(Cl)ncc21, Nc1ccc(C(=O)NC2CCOCC2)cc1, O, Cc1ccc(S(=O)(=O)O)cc1. The product is CCN1C(=O)C(F)(F)CN(C2CCCC2)c2nc(Nc3ccc(C(=O)NC4CCOCC4)cc3)ncc21. Reaction SMILES: [CH3:51][CH:52]([OH:53])[CH3:54].[Cl:1][c:2]1[n:3][cH:4][c:5]2[c:6]([n:22]1)[N:7]([CH:17]1[CH2:18][CH2:19][CH2:20][CH2:21]1)[CH2:8][C:9]([F:15])([F:16])[C:10](=[O:14])[N:11]2[CH2:12][CH3:13].[NH2:23][c:24]1[cH:25][cH:26][c:27]([C:28](=[O:29])[NH:30][CH:31]2[CH2:32][CH2:33][O:34][CH2:35][CH2:36]2)[cH:37][cH:38]1.[OH2:39].[c:40]1([CH3:41])[cH:42][cH:43][c:44]([S:45]([OH:46])(=[O:47])=[O:48])[cH:49][cH:50]1>>[c:2]1([NH:23][c:24]2[cH:25][cH:26][c:27]([C:28](=[O:29])[NH:30][CH:31]3[CH2:32][CH2:33][O:34][CH2:35][CH2:36]3)[cH:37][cH:38]2)[n:3][cH:4][c:5]2[c:6]([n:22]1)[N:7]([CH:17]1[CH2:18][CH2:19][CH2:20][CH2:21]1)[CH2:8][C:9]([F:15])([F:16])[C:10](=[O:14])[N:11]2[CH2:12][CH3:13].